From a dataset of the Open Reaction Database (ORD), a public repository of structured organic reaction records. describe an organic reaction: reactants, conditions, products, and yield Reactants: CCCCOc1cc(C=C(OCC)C(=O)OC)ccc1-c1cccc(NC)c1, O=C=NCCc1ccccc1. Yields the product CCCCOc1cc(C=C(OCC)C(=O)OC)ccc1-c1cccc(N(C)C(=O)NCCc2ccccc2)c1. RXN SMILES: [CH2:1]([CH2:2][CH2:3][CH3:4])[O:5][c:6]1[c:7](-[c:21]2[cH:22][c:23]([NH:27][CH3:28])[cH:24][cH:25][cH:26]2)[cH:8][cH:9][c:10]([CH:12]=[C:13]([C:14](=[O:15])[O:16][CH3:17])[O:18][CH2:19][CH3:20])[cH:11]1.[CH2:29]([CH2:30][c:31]1[cH:32][cH:33][cH:34][cH:35][cH:36]1)[N:37]=[C:38]=[O:39]>>[CH2:1]([CH2:2][CH2:3][CH3:4])[O:5][c:6]1[c:7](-[c:21]2[cH:22][c:23]([N:27]([CH3:28])[C:38]([NH:37][CH2:29][CH2:30][c:31]3[cH:32][cH:33][cH:34][cH:35][cH:36]3)=[O:39])[cH:24][cH:25][cH:26]2)[cH:8][cH:9][c:10]([CH:12]=[C:13]([C:14](=[O:15])[O:16][CH3:17])[O:18][CH2:19][CH3:20])[cH:11]1. The reactants are C1(CC1)COC1=C(C2=C(OCO2)C=C1)C=1C2=C(N=CN1)C(=CN2)C(=O)O (4-(5-cyclopropylmethoxy-1,3-benzodioxol-4-yl)-5H-pyrrolo[3,2-d]pyrimidine-7-carboxylic acid), C(C)(C)(C)OC(=O)N1C[C@H](CC1)N ((S)-3-amino-pyrrolidine-1-carboxylic acid tert-butyl ester). Reported procedure: Starting from 4-(5-cyclopropylmethoxy-1,3-benzodioxol-4-yl)-5H-pyrrolo[3,2-d]pyrimidine-7-carboxylic acid (example A67) and (S)-3-amino-pyrrolidine-1-carboxylic acid tert-butyl ester the title compound is obtained as colorless solid. As a reaction SMILES: [CH:1]1([CH2:4][O:5][C:6]2[CH:14]=[CH:13][C:9]3[O:10][CH2:11][O:12][C:8]=3[C:7]=2[C:15]2[C:16]3[NH:23][CH:22]=[C:21]([C:24](O)=[O:25])[C:17]=3[N:18]=[CH:19][N:20]=2)[CH2:3][CH2:2]1.[C:27]([O:31][C:32]([N:34]1[CH2:38][CH2:37][C@H:36]([NH2:39])[CH2:35]1)=[O:33])([CH3:30])([CH3:29])[CH3:28]>>[C:27]([O:31][C:32]([N:34]1[CH2:38][CH2:37][C@H:36]([NH:39][C:24]([C:21]2[C:17]3[N:18]=[CH:19][N:20]=[C:15]([C:7]4[C:8]5[O:12][CH2:11][O:10][C:9]=5[CH:13]=[CH:14][C:6]=4[O:5][CH2:4][CH:1]4[CH2:3][CH2:2]4)[C:16]=3[NH:23][CH:22]=2)=[O:25])[CH2:35]1)=[O:33])([CH3:30])([CH3:28])[CH3:29]. The product is C(C)(C)(C)OC(=O)N1C[C@H](CC1)NC(=O)C1=CNC2=C1N=CN=C2C2=C(C=CC=1OCOC12)OCC1CC1 ((S)-3-{[4-(5-Cyclopropylmethoxy-benzo[1,3]dioxol-4-yl)-5H-pyrrolo[3,2-d]pyrimidine-7-carbonyl]-amino}-pyrrolidine-1-carboxylic acid tert-butyl ester). Starting materials: N1N=CN=C1 (1,2,4-triazole), ClC=1N=C(C2=C(N1)SC(=C2)C)NCC2=CC(=C(C=C2)OC)OC (2-chloro-6-methyl-4-(3,4-dimethoxybenzylamino)-thieno-[2,3-d]-pyrimidine). The product is N1(N=CN=C1)C=1N=C(C2=C(N1)SC(=C2)C)NCC2=CC(=C(C=C2)OC)OC (2-(1,2,4-triazol-1-yl)-6-methyl-4-(3,4-dimethoxybenzylamino)-thieno-[2,3-d]-pyrimidine). RXN SMILES: [NH:1]1[CH:5]=[N:4][CH:3]=[N:2]1.Cl[C:7]1[N:8]=[C:9]([NH:17][CH2:18][C:19]2[CH:24]=[CH:23][C:22]([O:25][CH3:26])=[C:21]([O:27][CH3:28])[CH:20]=2)[C:10]2[CH:15]=[C:14]([CH3:16])[S:13][C:11]=2[N:12]=1>>[N:1]1([C:7]2[N:8]=[C:9]([NH:17][CH2:18][C:19]3[CH:24]=[CH:23][C:22]([O:25][CH3:26])=[C:21]([O:27][CH3:28])[CH:20]=3)[C:10]3[CH:15]=[C:14]([CH3:16])[S:13][C:11]=3[N:12]=2)[CH:5]=[N:4][CH:3]=[N:2]1. Procedure details: Following the procedure of Example 97, the reaction of 1,2,4-triazole with 2-chloro-6-methyl-4-(3,4-dimethoxybenzylamino)-thieno-[2,3-d]-pyrimidine gives 2-(1,2,4-triazol-1-yl)-6-methyl-4-(3,4-dimethoxybenzylamino)-thieno-[2,3-d]-pyrimidine. RXN SMILES: [C:1]([C:3]1[CH:4]=[C:5]([NH:9][C:10]2[C:19]3[C:14](=[CH:15][C:16]([O:21][CH3:22])=[C:17]([OH:20])[CH:18]=3)[N:13]=[CH:12][N:11]=2)[CH:6]=[CH:7][CH:8]=1)#[CH:2].Cl[CH2:24][CH2:25][CH2:26][N:27]1[CH2:32][CH2:31][CH:30]2[CH2:33][O:34][CH2:35][CH:29]2[CH2:28]1.C([O-])([O-])=O.[K+].[K+].C(Cl)Cl>CN(C=O)C>[C:1]([C:3]1[CH:4]=[C:5]([NH:9][C:10]2[C:19]3[C:14](=[CH:15][C:16]([O:21][CH3:22])=[C:17]([O:20][CH2:24][CH2:25][CH2:26][N:27]4[CH2:32][CH2:31][CH:30]5[CH2:33][O:34][CH2:35][CH:29]5[CH2:28]4)[CH:18]=3)[N:13]=[CH:12][N:11]=2)[CH:6]=[CH:7][CH:8]=1)#[CH:2] |f:2.3.4|. Conditions: temperature 80 celsius, time 8 hour. Procedure: A mixture of 4-((3-ethynylphenyl)amino)-7-methoxyquinazolin-6-ol (250 mg, 0.68 mmol, 1 eq), 5-(3-chloropropyl)octahydrofuro[3,4-c]pyridine (280 mg, 0.82 mmol, 1.2 eq) and K2CO3 (188 mg, 1.36 mmol, 2 eq) in DMF (10 mL) was stirred at 80° C. overnight and cooled to room temperature. To this, CH2Cl2 (50 mL) was added. The mixture was washed with brine (20 mL×3) and water (20 mL×2), then dried over anhydrous Na2SO4 and filtered. The filtrate was concentrated in vacuo and the residue was purified by ... The yield is 44.9%. Solvent: CN(C)C=O (DMF). Reactants: C(Cl)Cl (CH2Cl2), C(#C)C=1C=C(C=CC1)NC1=NC=NC2=CC(=C(C=C12)O)OC (4-((3-ethynylphenyl)amino)-7-methoxyquinazolin-6-ol), ClCCCN1CC2C(CC1)COC2 (5-(3-chloropropyl)octahydrofuro[3,4-c]pyridine), C(=O)([O-])[O-].[K+].[K+] (K2CO3). Yields the product C(#C)C=1C=C(C=CC1)NC1=NC=NC2=CC(=C(C=C12)OCCCN1CC2C(CC1)COC2)OC (N-(3-ethynylphenyl)-6-(3-(hexahydrofuro[3,4-c]pyridin-5(3H)-yl)propoxy)-7-methoxyquinazolin-4-amine). Reactants: C12CC3NC(C(CC(C1)C3)C2)=O (4-azatricyclo[4.3.1.13,8 ]undecan-5-one), Br.Br.BrCCCN1CCN(CC1)C (1-(3-bromopropyl)-4-methylpiperazine dihydrobromide), C1(=CC=CC=C1)C (toluene), [OH-].[Na+] (sodium hydroxide). Solvent: O (water). Conditions: time 5 minute. The product is CN1CCN(CC1)CCCN1C2CC3CC(CC(C1=O)C3)C2 (4-[3-(4-methyl-1-piperazinyl)propyl]-4-azatricyclo[4.3.1.13,8 ]undecan-5-one). Reaction SMILES: [CH:1]12[CH2:11][CH:6]3[CH2:7][CH:8]([CH2:10][CH:3]([NH:4][C:5]3=[O:12])[CH2:2]1)[CH2:9]2.C1(C)C=CC=CC=1.[OH-].[Na+].Br.Br.Br[CH2:25][CH2:26][CH2:27][N:28]1[CH2:33][CH2:32][N:31]([CH3:34])[CH2:30][CH2:29]1>O>[CH3:34][N:31]1[CH2:32][CH2:33][N:28]([CH2:27][CH2:26][CH2:25][N:4]2[C:5](=[O:12])[CH:6]3[CH2:11][CH:1]4[CH2:9][CH:8]([CH2:10][CH:3]2[CH2:2]4)[CH2:7]3)[CH2:29][CH2:30]1 |f:2.3,4.5.6|. Procedure details: To a well stirred solution of 2.4 gm. (0.02 mole) of 4-azatricyclo[4.3.1.13,8 ]undecan-5-one in 300 ml. of toluene, 3.2 gm. of powdered sodium hydroxide are added. After 5 minutes of vigorous stirring, 12 gm. of 1-(3-bromopropyl)-4-methylpiperazine dihydrobromide are added and the mixture heated for 20 minutes on a steam bath. The reaction mixture is cooled and stirred with 50 ml. of cold water. The toluene layer is separated, washed with 2 × 50 ml. of water and extracted with 3 × 100 ml. of 5 N...